The task is: describe an organic reaction: reactants, conditions, products, and yield. This data is from the Open Reaction Database (ORD), a public repository of structured organic reaction records. Starting materials: ClC=1C=C(C=CC1)C1=CC=CC=C1 (3-chlorobiphenyl), BrCC(=O)Br (bromoacetyl bromide), ice water, [Cl-].[Cl-].[Cl-].[Al+3] (aluminium trichloride). The solvent is C(Cl)Cl (methylene chloride). Reaction conditions: temperature 2.5 celsius, time 1 hour. The product is BrC(CC1=CC=C(C=C1)C1=CC(=CC=C1)Cl)=O (1-bromo-2-(3′-chlorobiphenyl-4-yl)ethanone). Yield: 55.9%. As a reaction SMILES: [Cl:1][C:2]1[CH:3]=[C:4]([C:8]2[CH:13]=[CH:12][CH:11]=[CH:10][CH:9]=2)[CH:5]=[CH:6][CH:7]=1.Br[CH2:15][C:16]([Br:18])=[O:17].[Cl-].[Cl-].[Cl-].[Al+3]>C(Cl)Cl>[Br:18][C:16](=[O:17])[CH2:15][C:11]1[CH:10]=[CH:9][C:8]([C:4]2[CH:5]=[CH:6][CH:7]=[C:2]([Cl:1])[CH:3]=2)=[CH:13][CH:12]=1 |f:2.3.4.5|. Procedure details: A mixture of 5 g (0.026 mole) of 3-chlorobiphenyl, 50 ml of methylene chloride, 6.95 g (0.034 mole) of bromoacetyl bromide is cooled to 0-5° C. and 4 g (0.030 mole) of aluminium trichloride are added. The mixture is stirred for 1 hour at 5° C., then for 4 hours at room temperature. It is poured onto an ice/water mixture, extracted with methylene chloride, the organic phase is washed with a 1N solution of HCl, dried over sodium sulfate and evaporated under reduced pressure. 4.5 g of the title pro... Reactants: C(C)(C)(C)NC(O)=O.C(CC)NC(=O)C1(CC1)S(=O)(=O)N (1-propylcarbamoylcyclopropanesulfonamide tert-butylcarbamate), COCC1(CC1)S(=O)(=O)N (1-methoxymethylcyclopropylsulfonamide). The product is C(CC)NC(=O)C1(CC1)S(=O)(=O)N (1-propylcarbamoylcyclopropanesulfonamide). The yield is 50.0%. Reaction SMILES: C(NC(=O)O)(C)(C)C.[CH2:9]([NH:12][C:13]([C:15]1([S:18]([NH2:21])(=[O:20])=[O:19])[CH2:17][CH2:16]1)=[O:14])[CH2:10][CH3:11].COCC1(S(N)(=O)=O)CC1>>[CH2:9]([NH:12][C:13]([C:15]1([S:18]([NH2:21])(=[O:19])=[O:20])[CH2:17][CH2:16]1)=[O:14])[CH2:10][CH3:11] |f:0.1|. Procedure details: This compound was obtained in an optimized 50% yield from 1-propylcarbamoylcyclopropanesulfonamide tert-butylcarbamate (from Step B.3.a) according to the procedure described for the synthesis of 1-methoxymethylcyclopropylsulfonamide (Step B.1.b), except that no chromatography was used as the material was recrystallized from the minimum amount of CH2Cl2/hexanes: 1H NMR (CDCl3) δ 0.15 (m, 2H), 0.51 (m, 2H), 1.01 (m, 2H), 1.34 (m, 3H), 1.86 (d, J=7.0 Hz, 2H), 4.83 (s, 2H); 13C NMR (CDCl3) δ 4.65, 7...